Dataset: the Open Reaction Database (ORD), a public repository of structured organic reaction records. Task: describe an organic reaction: reactants, conditions, products, and yield Starting materials: ClC=1C=CC2=C(NC(CC(C2=O)=CN(C)C)=O)C1 (8-chloro-4-dimethylaminomethylene-3,4-dihydro-1H-benzo[b]azepine-2,5-dione), [N+](=O)(O)[O-].IC=1C=C(C=CC1)NC(=N)N (N-(3-iodo-phenyl)-guanidine nitrate). Product: ClC=1C=CC2=C(NC(CC3=C2N=C(N=C3)NC3=CC(=CC=C3)I)=O)C1 (9-Chloro-2-(3-iodo-phenylamino)-5H,7H-benzo[b]pyrimido[4,5-d]azepin-6-one). RXN SMILES: [Cl:1][C:2]1[CH:3]=[CH:4][C:5]2[C:11](=O)[C:10](=[CH:13]N(C)C)[CH2:9][C:8](=[O:17])[NH:7][C:6]=2[CH:18]=1.[N+]([O-])(O)=O.[I:23][C:24]1[CH:25]=[C:26]([NH:30][C:31]([NH2:33])=[NH:32])[CH:27]=[CH:28][CH:29]=1>>[Cl:1][C:2]1[CH:3]=[CH:4][C:5]2[C:11]3[N:32]=[C:31]([NH:30][C:26]4[CH:27]=[CH:28][CH:29]=[C:24]([I:23])[CH:25]=4)[N:33]=[CH:13][C:10]=3[CH2:9][C:8](=[O:17])[NH:7][C:6]=2[CH:18]=1 |f:1.2|. Procedure: In a manner similar to that described for method I, 8-chloro-4-dimethylaminomethylene-3,4-dihydro-1H-benzo[b]azepine-2,5-dione (v-j) and N-(3-iodo-phenyl)-guanidine nitrate were converted to I-58 (50%): HRMS Calcd. for C18H12ClIN4O: 462.9822, Found 462.9838. Starting materials: ClC1=CC=C(C=C1)C1=NN(C(=C1)C1CCNCC1)C1=CC=CC=C1 (4-[3-(4-chlorophenyl)-1-phenyl-1H-pyrazol-5-yl]piperidine), BrCCC1=NC=CC=C1 (2-(2-bromoethyl)pyridine). Solvent: CCOC(=O)C (EtOAc), ClCCl (dichloromethane). Run at temperature 60 celsius, time 8 hour. Product: ClC1=CC=C(C=C1)C1=NN(C(=C1)C1CCN(CC1)CCC1=NC=CC=C1)C1=CC=CC=C1 (2-(2-{4-[3-(4-Chlorophenyl)-1-phenyl-1H-pyrazol-5-yl]piperidin-1-yl}ethyl)pyridine). RXN SMILES: [Cl:1][C:2]1[CH:7]=[CH:6][C:5]([C:8]2[CH:12]=[C:11]([CH:13]3[CH2:18][CH2:17][NH:16][CH2:15][CH2:14]3)[N:10]([C:19]3[CH:24]=[CH:23][CH:22]=[CH:21][CH:20]=3)[N:9]=2)=[CH:4][CH:3]=1.Br[CH2:26][CH2:27][C:28]1[CH:33]=[CH:32][CH:31]=[CH:30][N:29]=1>ClCCl.CCOC(C)=O>[Cl:1][C:2]1[CH:3]=[CH:4][C:5]([C:8]2[CH:12]=[C:11]([CH:13]3[CH2:18][CH2:17][N:16]([CH2:26][CH2:27][C:28]4[CH:33]=[CH:32][CH:31]=[CH:30][N:29]=4)[CH2:15][CH2:14]3)[N:10]([C:19]3[CH:20]=[CH:21][CH:22]=[CH:23][CH:24]=3)[N:9]=2)=[CH:6][CH:7]=1. Procedure details: To a solution of INTERMEDIATE 5 (30 mg, 0.089 mmol) in dichloromethane (0.4 mL) was added 2-(2-bromoethyl)pyridine (28.4, 0.107 mmol). The mixture was stirred at 60° C. overnight, and then cooled to room temperature. The mixture was diluted with EtOAc, and washed with water. The organic layer was separated, dried and concentrated. The resulting residue was purified by preparative TLC (using 2 M NH3 in MeOH/MeOH/DCM/0.05 mL/5 mL/9.5 mL) to give the title compound. LC-MS m/z 443.17 [M+H]+. Product: O=[N+]([O-])c1ccc(O)cc1Nc1ccc2ccccc2c1. Reactants: ClC(Cl)Cl, O=[N+]([O-])c1ccc(O)cc1F, Nc1ccc2ccccc2c1. RXN SMILES: [CH:23]([Cl:24])([Cl:25])[Cl:26].[F:1][c:2]1[cH:3][c:4]([OH:11])[cH:5][cH:6][c:7]1[N+:8](=[O:9])[O-:10].[NH2:12][c:13]1[cH:14][cH:15][c:16]2[cH:17][cH:18][cH:19][cH:20][c:21]2[cH:22]1>>[c:2]1([NH:12][c:13]2[cH:14][cH:15][c:16]3[cH:17][cH:18][cH:19][cH:20][c:21]3[cH:22]2)[cH:3][c:4]([OH:11])[cH:5][cH:6][c:7]1[N+:8](=[O:9])[O-:10]. Starting materials: BrBr (bromine), C(C)(=O)OCCN1C(=CC=C1)C(C(=O)OCC)=O (ethyl 1-(2-acetoxyethyl)pyrrole- 2-glyoxalate), ClCCl (dichloromethane). The solvent is CCCCCC.C(C)(=O)OCC (hexane ethyl acetate). Conditions: time 2.5 hour. Product: C(C)(=O)OCCN1C(=CC(=C1)Br)C(C(=O)OCC)=O (ethyl 1-(2-acetoxyethyl)-4-bromopyrrole-2-glyoxalate). Isolated yield 56.3%. RXN SMILES: [Br:1]Br.[C:3]([O:6][CH2:7][CH2:8][N:9]1[CH:13]=[CH:12][CH:11]=[C:10]1[C:14](=[O:20])[C:15]([O:17][CH2:18][CH3:19])=[O:16])(=[O:5])[CH3:4].ClCCl>CCCCCC.C(OCC)(=O)C>[C:3]([O:6][CH2:7][CH2:8][N:9]1[CH:13]=[C:12]([Br:1])[CH:11]=[C:10]1[C:14](=[O:20])[C:15]([O:17][CH2:18][CH3:19])=[O:16])(=[O:5])[CH3:4] |f:3.4|. Procedure: Three ml. (58.3 mmole) of bromine is added in a dropwise manner to a stirred solution of 14.77 g. (58.3 mmole) of ethyl 1-(2-acetoxyethyl)pyrrole- 2-glyoxalate in 200 ml. anhydrous dichloromethane and cooled to -75° C. After the addition, the reaction is left at -75° C. for 2.5 hours and then the temperature is allowed to increase to room tempearture. The solvent is removed in vacuo, dichloromethane is added to the residue and the solution is washed successively with water, 10% sodium bicarbonat... The reactants are [F-].C(CCC)[N+](CCCC)(CCCC)CCCC (tetrabutylammonium fluoride), BrC=1C=CC(=NC1)C1CCOCC1 (5-bromo-2-(tetrahydro-2H-pyran-4-yl)pyridine), C[Si](C)(C)[N-][Si](C)(C)C.[Li+] (lithium bis(trimethylsilyl)amide), F[B-](F)(F)F.C(C)(C)(C)P(C(C)(C)C)C(C)(C)C (tri-tert-butylphosphine tetrafluoroborate), C([O-])(O)=O.[Na+] (sodium bicarbonate). Reagents/catalysts: C=1C=CC(=CC1)/C=C/C(=O)/C=C/C2=CC=CC=C2.C=1C=CC(=CC1)/C=C/C(=O)/C=C/C2=CC=CC=C2.C=1C=CC(=CC1)/C=C/C(=O)/C=C/C2=CC=CC=C2.[Pd].[Pd] (tris(dibenzylideneacetone)dipalladium). Run in O1CCCC1 (tetrahydrofuran), C1(=CC=CC=C1)C (toluene), C1(=CC=CC=C1)C (toluene). Run at time 0.5 hour. Yields the product O1CCC(CC1)C1=CC=C(C=N1)N (6-(Tetrahydro-2H-pyran-4-yl)pyridin-3-amine). RXN SMILES: C[Si]([N-][Si](C)(C)C)(C)C.[Li+].F[B-](F)(F)F.C(P(C(C)(C)C)C(C)(C)C)(C)(C)C.Br[C:30]1[CH:31]=[CH:32][C:33]([CH:36]2[CH2:41][CH2:40][O:39][CH2:38][CH2:37]2)=[N:34][CH:35]=1.[F-].C([N+:47](CCCC)(CCCC)CCCC)CCC.C(=O)(O)[O-].[Na+]>C1C=CC(/C=C/C(/C=C/C2C=CC=CC=2)=O)=CC=1.C1C=CC(/C=C/C(/C=C/C2C=CC=CC=2)=O)=CC=1.C1C=CC(/C=C/C(/C=C/C2C=CC=CC=2)=O)=CC=1.[Pd].[Pd].O1CCCC1.C1(C)C=CC=CC=1>[O:39]1[CH2:40][CH2:41][CH:36]([C:33]2[N:34]=[CH:35][C:30]([NH2:47])=[CH:31][CH:32]=2)[CH2:37][CH2:38]1 |f:0.1,2.3,5.6,7.8,9.10.11.12.13|. Procedure: After 1.0M toluene-solution (9.8 ml) of lithium bis(trimethylsilyl)amide was added to bis(dibenzylideneacetone)palladium (0) (67 mg) and tri-tert-butylphosphine tetrafluoroborate (118 mg) at 70° C. under an atmosphere of nitrogen, a toluene solution (8.2 ml) of 5-bromo-2-(tetrahydro-2H-pyran-4-yl)pyridine (1.97 g) was added dropwise and stirred at the same temperature for 0.5 hour. Next, the reaction solution was cooled to room temperature, 1.0M tetrahydrofuran-solution (7.0 ml) of tetrabutylamm... Reactants: [I-].[Na+] (sodium iodide), CC(=O)C (acetone), CCCCCC.CCOC(=O)C.O (n-hexane EtOAc water). Product: COC1=CC=C(C=C1)CCCI (3-(4-Methoxyphenyl)-propyl iodide), solid. As a reaction SMILES: [I-:1].[Na+].[CH3:3][CH2:4][CH2:5][CH2:6][CH2:7][CH3:8].CCO[C:12](C)=[O:13].O.[CH3:16][C:17]([CH3:19])=O>>[CH3:12][O:13][C:5]1[CH:4]=[CH:3][C:8]([CH2:16][CH2:17][CH2:19][I:1])=[CH:7][CH:6]=1 |f:0.1,2.3.4|. Reported procedure: Methanesulfonyl chloride (31 mL) was added dropwise to a solution of 3-(4-methoxyphenyl)-1-propanol (50 g) and triethylamine (56 mL) in dichloromethane (800 mL) at 0° C. The resulting mixture was stirred overnight at room temperature. After washing with water, 2% hydrochloric acid and 4% aqueous sodium bicarbonate, the organic solution was dried over sodium sulfate and rotoevaporated to yield crude 3-(4-methoxyphenyl)-1-propyl methanesulfonate as a colourless solid (ca. 83 g). This product and s... The reactants are CC(C)([O-])C.[Na+] (sodium tert. butoxide), polyamide, polyamide, 2,2,4-trimethyl-3-oxopentanoyl-(4'-phenylazo)aniline, C1(CCCCCN1)=O (caprolactam). Reaction conditions: temperature 180 celsius, time 60 minute. Yields the product C1CCC(=NCC1)[O-].[Na+] (Sodium caprolactamate), polymer. Yield: 96.5%. Reaction SMILES: CC(C)([O-])C.[Na+:6].[C:7]1(=[O:14])[NH:13][CH2:12][CH2:11][CH2:10][CH2:9][CH2:8]1>>[CH2:10]1[CH2:11][CH2:12][N:13]=[C:7]([O-:14])[CH2:8][CH2:9]1.[Na+:6] |f:0.1,3.4|. Procedure details: Sodium caprolactamate is prepared from sodium tert. butoxide and dissolved in caprolactam in the amount of 0.3 mol %. 0.3 Mol % of 2,2,4-trimethyl-3-oxopentanoyl-(4'-phenylazo)aniline is dissolved in the solution thus obtained. The polymerization product containing 89.5% of thecolored polyamide is obtained after heating to 180° C for 15 minutes; the polyamide contains 100% of the dye incorporated therein. Evenif the polymerization is carried out for 60 minutes, 96.5% of the polymer is formed whi... The reactants are CC(=O)O, COc1cc2c(c(Cl)c1Cl)CCC2, O=[Cr](=O)=O, O. Product: COc1cc2c(c(Cl)c1Cl)C(=O)CC2. Reaction SMILES: [CH3:18][C:19](=[O:20])[OH:21].[Cl:1][c:2]1[c:3]2[c:7]([cH:8][c:9]([O:12][CH3:13])[c:10]1[Cl:11])[CH2:6][CH2:5][CH2:4]2.[O:14]=[Cr:15](=[O:16])=[O:17].[OH2:22]>>[Cl:1][c:2]1[c:3]2[c:7]([cH:8][c:9]([O:12][CH3:13])[c:10]1[Cl:11])[CH2:6][CH2:5][C:4]2=[O:14]. Reactants: N1=CC=CC=C1 (pyridine), C(C)#N (acetonitrile), CN(S(=O)(=O)Cl)C (dimethylsulfamoyl chloride), COC1=CC=C(C=C1)C1=NN=C2N1N=C(C1=CC=CC=C21)NC2=CC(=CC=C2)N (N-[3-(4-methoxyphenyl)-[1,2,4]triazolo[3,4-a]phthalazin-6-yl]-benzene-1,3-diamine), COC1=CC=C(C=C1)C1=NN=C2N1N=C(C1=CC=CC=C21)NC2=CC(=CC=C2)N (N-[3-(4-methoxyphenyl)-[1,2,4]triazolo[3,4-a]phthalazin-6-yl]-benzene-1,3-diamine). Reagents/catalysts: CN(C)C=1C=CN=CC1 (DMAP). The solvent is ClCCl (dichloromethane). Run at time 3 day. The product is CN(S(=O)(=O)C=1C=C(C=CC1)NC1=NN2C(C3=CC=CC=C13)=NN=C2C2=CC=C(C=C2)OC)C ([3-(N,N-dimethylsulfamoyl)-phenyl]-[3-(4-methoxy-phenyl)-[1,2,4]triazolo[3,4-a]phthalazin-6-yl]-amine). As a reaction SMILES: [CH3:1][O:2][C:3]1[CH:8]=[CH:7][C:6]([C:9]2[N:13]3[N:14]=[C:15]([NH:22][C:23]4[CH:28]=[CH:27][CH:26]=[C:25](N)[CH:24]=4)[C:16]4[C:21]([C:12]3=[N:11][N:10]=2)=[CH:20][CH:19]=[CH:18][CH:17]=4)=[CH:5][CH:4]=1.N1C=CC=CC=1.C(#N)C.[CH3:39][N:40]([CH3:45])[S:41](Cl)(=[O:43])=[O:42]>CN(C1C=CN=CC=1)C.ClCCl>[CH3:39][N:40]([CH3:45])[S:41]([C:25]1[CH:24]=[C:23]([NH:22][C:15]2[C:16]3[C:21](=[CH:20][CH:19]=[CH:18][CH:17]=3)[C:12]3=[N:11][N:10]=[C:9]([C:6]4[CH:5]=[CH:4][C:3]([O:2][CH3:1])=[CH:8][CH:7]=4)[N:13]3[N:14]=2)[CH:28]=[CH:27][CH:26]=1)(=[O:43])=[O:42]. Procedure: To a suspension of N-[3-(4-methoxyphenyl)-[1,2,4]triazolo[3,4-a]phthalazin-6-yl]-benzene-1,3-diamine (compound A2) (1.90 g) and DMAP (304 mg) in a 3:1:1 mixture of anhydrous pyridine, anhydrous acetonitrile and anhydrous dichloromethane (100 mL) is added dimethylsulfamoyl chloride (2.67 mL). The mixture is stirred at RT for 3 days and filtered. The filtrate is concentrated in vacuum and a non-saturated solution of NaHCO3 (250 mL) is added to the residue. The suspension is filtered and the solid ...